This data is from the Open Reaction Database (ORD), a public repository of structured organic reaction records. The task is: describe an organic reaction: reactants, conditions, products, and yield The reactants are CC1CCCN1CCc1ccc2cc(Br)ccc2n1, [Li]CCCC, C1CCOC1, CON(C)C(=O)c1cccc(F)c1. The product is CC1CCCN1CCc1ccc2cc(C(=O)c3cccc(F)c3)ccc2n1. RXN SMILES: [Br:1][c:2]1[cH:3][c:4]2[cH:5][cH:6][c:7]([CH2:12][CH2:13][N:14]3[CH:15]([CH3:19])[CH2:16][CH2:17][CH2:18]3)[n:8][c:9]2[cH:10][cH:11]1.[CH2:20]([Li:21])[CH2:22][CH2:23][CH3:24].[CH2:38]1[O:39][CH2:40][CH2:41][CH2:42]1.[F:25][c:26]1[cH:27][c:28]([C:29](=[O:30])[N:31]([O:32][CH3:33])[CH3:34])[cH:35][cH:36][cH:37]1>>[c:2]1([C:29]([c:28]2[cH:27][c:26]([F:25])[cH:37][cH:36][cH:35]2)=[O:30])[cH:3][c:4]2[cH:5][cH:6][c:7]([CH2:12][CH2:13][N:14]3[CH:15]([CH3:19])[CH2:16][CH2:17][CH2:18]3)[n:8][c:9]2[cH:10][cH:11]1.